Task: describe an organic reaction: reactants, conditions, products, and yield. Dataset: the Open Reaction Database (ORD), a public repository of structured organic reaction records Reactants: [H-].[H-].[H-].[H-].[Li+].[Al+3] (LiAlH4), FC1=CC=C(C=C1)C(CC(=O)O)C1=CC=C(C=C1)F (3,3-bis(4-fluorophenyl)propionic acid), C(=O)([O-])C(O)C(O)C(=O)[O-].[K+].[Na+] (sodium potassium tartrate), OS(=O)(=O)O (H2SO4). Solvent: CCOCC (ether), CCOCC (ether). The product is FC1=CC=C(C=C1)C(CCO)C1=CC=C(C=C1)F (3,3-Bis(4-fluorophenyl)propanol). RXN SMILES: [F:1][C:2]1[CH:7]=[CH:6][C:5]([CH:8]([C:13]2[CH:18]=[CH:17][C:16]([F:19])=[CH:15][CH:14]=2)[CH2:9][C:10](O)=[O:11])=[CH:4][CH:3]=1.[H-].[H-].[H-].[H-].[Li+].[Al+3].C(C(C(C([O-])=O)O)O)([O-])=O.[K+].[Na+].OS(O)(=O)=O>CCOCC>[F:1][C:2]1[CH:7]=[CH:6][C:5]([CH:8]([C:13]2[CH:14]=[CH:15][C:16]([F:19])=[CH:17][CH:18]=2)[CH2:9][CH2:10][OH:11])=[CH:4][CH:3]=1 |f:1.2.3.4.5.6,7.8.9|. Reported procedure: 57.9 g (0.221 mol) of 3,3-bis(4-fluorophenyl)propionic acid were dissolved in 200 ml of absolute ether and the solution was added dropwise to a suspension of 10.9 g (0.287 mol) of LiAlH4 in 150 ml of absolute ether. When the dropwise addition had ended, the mixture was subsequently stirred for a further 30 minutes and, for hydrolysis, 175 ml of saturated sodium potassium tartrate solution and 400 ml of 10% strength H2SO4 were added dropwise in succession. After filtration, the phases were separa... The reactants are CC(C)(C)OC(=O)N1C(C(=O)O)CSC1c1cccnc1, CCOC(C)=O, C(=NC1CCCCC1)=NC1CCCCC1, NNc1ccccc1, C1CCOC1, On1nnc2ccccc21. The product is CC(C)(C)OC(=O)N1C(C(=O)NNc2ccccc2)CSC1c1cccnc1. RXN SMILES: [C:16]([CH3:17])([CH3:18])([CH3:19])[O:20][C:21](=[O:22])[N:23]1[CH:24]([c:31]2[cH:32][n:33][cH:34][cH:35][cH:36]2)[S:25][CH2:26][CH:27]1[C:28](=[O:29])[OH:30].[CH3:60][CH2:61][O:62][C:63](=[O:64])[CH3:65].[CH:1]1([N:2]=[C:3]=[N:4][CH:5]2[CH2:6][CH2:7][CH2:8][CH2:9][CH2:10]2)[CH2:11][CH2:12][CH2:13][CH2:14][CH2:15]1.[NH2:37][NH:38][c:39]1[cH:40][cH:41][cH:42][cH:43][cH:44]1.[O:55]1[CH2:56][CH2:57][CH2:58][CH2:59]1.[OH:45][n:46]1[c:47]2[cH:48][cH:49][cH:50][cH:51][c:52]2[n:53][n:54]1>>[C:16]([CH3:17])([CH3:18])([CH3:19])[O:20][C:21](=[O:22])[N:23]1[CH:24]([c:31]2[cH:32][n:33][cH:34][cH:35][cH:36]2)[S:25][CH2:26][CH:27]1[C:28](=[O:30])[NH:37][NH:38][c:39]1[cH:40][cH:41][cH:42][cH:43][cH:44]1. The reactants are NC1=NC=CC=C1C1=CC(=C(C(=O)OC)C=C1)C (methyl 4-(2-aminopyridin-3-yl)-2-methylbenzoate), C1CC(=O)N(C1=O)Br (NBS). Run in C(C)#N (acetonitrile). Conditions: temperature 0 celsius, time 20 minute. Product: NC1=NC=C(C=C1C1=CC(=C(C(=O)OC)C=C1)C)Br (methyl 4-(2-amino-5-bromopyridin-3-yl)-2-methylbenzoate). RXN SMILES: [NH2:1][C:2]1[C:7]([C:8]2[CH:17]=[CH:16][C:11]([C:12]([O:14][CH3:15])=[O:13])=[C:10]([CH3:18])[CH:9]=2)=[CH:6][CH:5]=[CH:4][N:3]=1.C1C(=O)N([Br:26])C(=O)C1>C(#N)C>[NH2:1][C:2]1[C:7]([C:8]2[CH:17]=[CH:16][C:11]([C:12]([O:14][CH3:15])=[O:13])=[C:10]([CH3:18])[CH:9]=2)=[CH:6][C:5]([Br:26])=[CH:4][N:3]=1. Procedure details: To a solution of methyl 4-(2-aminopyridin-3-yl)-2-methylbenzoate (4.2 g, 17.34 mmol) in acetonitrile (173 mL) was added NBS (3.15 g, 17.68 mmol) in two portions at 0° C. The reaction mixture was stirred at 0° C. for 20 min. LCMS showed the reaction completed. After quenched with sat. Na2SO3 and NaHCO3, the reaction mixture was stirred for 30 min. The reaction mixture was extracted with EtOAc 3 times, washed by sat NaHCO3, water and brine. The organics was dried over Na2SO4, filtered and concentr... RXN SMILES: [CH2:1]([N:5]([S:15]([C:18]1[CH:23]=[CH:22][C:21]([CH3:24])=[CH:20][CH:19]=1)(=[O:17])=[O:16])[C@H:6]([C:12]([OH:14])=[O:13])[CH2:7][CH2:8][CH2:9][CH2:10][NH2:11])[CH:2]([CH3:4])[CH3:3].[C:25]([O:29][C:30]([N:32]([CH3:44])[C@H:33]([C:41](O)=[O:42])[CH2:34][C:35]1[CH:40]=[CH:39][CH:38]=[CH:37][CH:36]=1)=[O:31])([CH3:28])([CH3:27])[CH3:26]>>[CH3:24][C:21]1[CH:22]=[CH:23][C:18]([S:15]([N:5]([C@H:6]([C:12]([OH:14])=[O:13])[CH2:7][CH2:8][CH2:9][CH2:10][NH:11][C:41]([C@@H:33]([N:32]([C:30]([O:29][C:25]([CH3:28])([CH3:27])[CH3:26])=[O:31])[CH3:44])[CH2:34][C:35]2[CH:40]=[CH:39][CH:38]=[CH:37][CH:36]=2)=[O:42])[CH2:1][CH:2]([CH3:3])[CH3:4])(=[O:17])=[O:16])=[CH:19][CH:20]=1. The yield is 90.0%. Reactants: C(C(C)C)N([C@@H](CCCCN)C(=O)O)S(=O)(=O)C1=CC=C(C=C1)C (Nα-isobutyl-Nα-(4-methylbenzenesulfonyl)-L-lysine), C(C)(C)(C)OC(=O)N([C@@H](CC1=CC=CC=C1)C(=O)O)C (Nα-tert-butoxycarbonyl-Nα-methyl-L-phenylalanine). Product: CC1=CC=C(C=C1)S(=O)(=O)N(CC(C)C)[C@@H](CCCCNC(=O)[C@H](CC2=CC=CC=C2)N(C)C(=O)OC(C)(C)C)C(=O)O (Nα-isobutyl-Nα-(4-methylbenzenesulfonyl)-Nε-(N′α-tert-butoxycarbonyl-N′α-methyl-L-phenylalanyl)-L-lysine), desired material. Procedure: The title compound was prepared from Nα-isobutyl-Nα-(4-methylbenzenesulfonyl)-L-lysine (100 mg, 0.29 mmol, example 1, step E) as described in general procedure Bc using commercially available Nα-tert-butoxycarbonyl-Nα-methyl-L-phenylalanine (83 mg, 0.3 mmol). The final product was triturated with ether to yield 176 mg (90%) of the desired material. The reactants are O[C@]1(C(CI)=O)CC[C@H]2[C@@H]3CCC4=CC(CC[C@]4(C)C3=CC[C@]12C)=O (17α-Hydroxy-21-iodopregna-4,9(11)-diene-3,20-dione), N1=C(C=CC=C1)N1CCNCC1 (1-(2-pyridinyl)piperazine), C([O-])([O-])=O.[K+].[K+] (potassium carbonate). The solvent is C(C)#N (acetonitrile). Yields the product O[C@]1(C(CN2CCN(CC2)C2=NC=CC=C2)=O)CC[C@H]2[C@@H]3CCC4=CC(CC[C@]4(C)C3=CC[C@]12C)=O (17α-Hydroxy-21-[4-(2-pyridinyl)-1-piperazinyl]pregna-4,9(11)-diene-3,20-dione). Reaction SMILES: [OH:1][C@:2]1([C@:23]2([CH3:24])[C@H:9]([C@H:10]3[C:20](=[CH:21][CH2:22]2)[C@:18]2([CH3:19])[C:13](=[CH:14][C:15](=[O:25])[CH2:16][CH2:17]2)[CH2:12][CH2:11]3)[CH2:8][CH2:7]1)[C:3](=[O:6])[CH2:4]I.[N:26]1[CH:31]=[CH:30][CH:29]=[CH:28][C:27]=1[N:32]1[CH2:37][CH2:36][NH:35][CH2:34][CH2:33]1.C(=O)([O-])[O-].[K+].[K+]>C(#N)C>[OH:1][C@:2]1([C@:23]2([CH3:24])[C@H:9]([C@H:10]3[C:20](=[CH:21][CH2:22]2)[C@:18]2([CH3:19])[C:13](=[CH:14][C:15](=[O:25])[CH2:16][CH2:17]2)[CH2:12][CH2:11]3)[CH2:8][CH2:7]1)[C:3](=[O:6])[CH2:4][N:35]1[CH2:36][CH2:37][N:32]([C:27]2[CH:28]=[CH:29][CH:30]=[CH:31][N:26]=2)[CH2:33][CH2:34]1 |f:2.3.4|. Procedure: 17α-Hydroxy-21-iodopregna-4,9(11)-diene-3,20-dione (4.53 g) is stirred in acetonitrile (50 ml) with 1-(2-pyridinyl)piperazine (1.63 g) and potassium carbonate (1.34 g) at 60° for 5 hr and at 20°-25° for 17 hr. The reaction is partitioned between ether and aqueous sodium bicarbonate. The organic phase is washed with saline, dried over sodium sulfate and concentrated. The residue is chromatographed on silica gel with methanol/methylene chloride (4/96) to give the title compound. Starting materials: ClCC1=NC=CC=C1C(F)(F)F (2-(chloromethyl)-3-(trifluoromethyl)pyridine), CC1=NOC2=C1C=C1C(=C2)OCC12C(NC1=CC=CC=C21)=O (3-methylspiro[furo[3,2-f][1,2]benzisoxazole-5,3′-indol]-2′(1′H)-one), BrCC=1OC(=CC1)C(F)(F)F (2-(bromomethyl)-5-(trifluoromethyl)furan), FC1=CC2=C(C=C1C#N)C1(C(NC3=CC=CC=C13)=O)CO2 (6-fluoro-2′-oxo-1′,2′-dihydrospiro[1-benzofuran-3,3′-indole]-5-carbonitrile). Product: FC1=CC2=C(C=C1C#N)C1(C(N(C3=CC=CC=C13)CC1=NC=CC=C1C(F)(F)F)=O)CO2 (6-fluoro-2′-oxo-1′-{[3-(trifluoromethyl)pyridin-2-yl]methyl}-1′,2′-dihydrospiro[1-benzofuran-3,3′-indole]-5-carbonitrile). RXN SMILES: Cl[CH2:2][C:3]1[C:8]([C:9]([F:12])([F:11])[F:10])=[CH:7][CH:6]=[CH:5][N:4]=1.BrCC1OC(C(F)(F)F)=CC=1.[F:24][C:25]1[C:30]([C:31]#[N:32])=[CH:29][C:28]2[C:33]3([CH2:43][O:44][C:27]=2[CH:26]=1)[C:41]1[C:36](=[CH:37][CH:38]=[CH:39][CH:40]=1)[NH:35][C:34]3=[O:42].CC1C2C=C3C4(C5C(=CC=CC=5)NC4=O)COC3=CC=2ON=1>>[F:24][C:25]1[C:30]([C:31]#[N:32])=[CH:29][C:28]2[C:33]3([CH2:43][O:44][C:27]=2[CH:26]=1)[C:41]1[C:36](=[CH:37][CH:38]=[CH:39][CH:40]=1)[N:35]([CH2:2][C:3]1[C:8]([C:9]([F:12])([F:11])[F:10])=[CH:7][CH:6]=[CH:5][N:4]=1)[C:34]3=[O:42]. Reported procedure: Following the procedure as described in EXAMPLE 9 and making non-critical variations using 2-(chloromethyl)-3-(trifluoromethyl)pyridine to replace 2-(bromomethyl)-5-(trifluoromethyl)furan, and 6-fluoro-2′-oxo-1′,2′-dihydrospiro[1-benzofuran-3,3′-indole]-5-carbonitrile to replace 3-methylspiro[furo[3,2-f][1,2]benzisoxazole-5,3′-indol]-2′(1′H)-one, 6-fluoro-2′-oxo-1′-{[3-(trifluoromethyl)pyridin-2-yl]methyl}-1′,2′-dihydrospiro[1-benzofuran-3,3′-indole]-5-carbonitrile was obtained (67%): mp 209-211...